Task: describe an organic reaction: reactants, conditions, products, and yield. Dataset: the Open Reaction Database (ORD), a public repository of structured organic reaction records Starting materials: [Si](C)(C)(C(C)(C)C)OC1CCC2=C(C=CC=C12)C1=CC=C(S1)C=1C=CC(=C(C#N)C1)OC(C)C (5-(5-(1-(tert-butyldimethylsilyloxy)-2,3-dihydro-1H-inden-4-yl)thiophen-2-yl)-2-isopropoxybenzonitrile), Cl (HCl). Solvent: O1CCOCC1 (1,4-dioxane), O1CCOCC1 (1,4-dioxane). Conditions: time 2 hour. Yields the product OC1CCC2=C(C=CC=C12)C1=CC=C(S1)C=1C=CC(=C(C#N)C1)OC(C)C (5-(5-(1-hydroxy-2,3-dihydro-1H-inden-4-yl)thiophen-2-yl)-2-isopropoxybenzonitrile). Yield: 43.3%. As a reaction SMILES: [Si]([O:8][CH:9]1[C:17]2[C:12](=[C:13]([C:18]3[S:22][C:21]([C:23]4[CH:24]=[CH:25][C:26]([O:31][CH:32]([CH3:34])[CH3:33])=[C:27]([CH:30]=4)[C:28]#[N:29])=[CH:20][CH:19]=3)[CH:14]=[CH:15][CH:16]=2)[CH2:11][CH2:10]1)(C(C)(C)C)(C)C.Cl>O1CCOCC1>[OH:8][CH:9]1[C:17]2[C:12](=[C:13]([C:18]3[S:22][C:21]([C:23]4[CH:24]=[CH:25][C:26]([O:31][CH:32]([CH3:34])[CH3:33])=[C:27]([CH:30]=4)[C:28]#[N:29])=[CH:20][CH:19]=3)[CH:14]=[CH:15][CH:16]=2)[CH2:11][CH2:10]1. Procedure details: To a stirred solution of 5-(5-(1-(tert-butyldimethylsilyloxy)-2,3-dihydro-1H-inden-4-yl)thiophen-2-yl)-2-isopropoxybenzonitrile (80 mg, 0.16 mmol) in 1,4-dioxane (1 mL) was added 4N HCl solution in 1,4-dioxane (1 mL). The reaction mixture was stirred at room temperature for 2 h. Solvent was evaporated and the crude product was purified by chromatography (EA/hexanes) to afford 26 mg (40%) of 5-(5-(1-hydroxy-2,3-dihydro-1H-inden-4-yl)thiophen-2-yl)-2-isopropoxybenzonitrile 223 as a white solid. LC... The reactants are C(C(=O)O)(=O)O.C1(=CC=CC=C1)C(=C1CCN(CC1)CCCOC1=CC=CC=C1)C1=CC=CC=C1 (4-(Diphenylmethylene)-1-(3-phenoxypropyl)piperidine oxalate), FC1=CC=C(C=C1)C(O)(C1CCNCC1)C1=CC=C(C=C1)F ([α,α-bis(4-fluorophenyl)]-4-piperidinemethanol), ClCCCOC1=C(C=CC=C1)OC(C)C (1-chloro-3-[2-(1-methylethoxy)phenoxy]propane), C([O-])([O-])=O.[Na+].[Na+] (sodium carbonate), [I-].[K+] (potassium iodide), CC(C)OC(C)C (2-propyl ether). The yield is 58.5%. Procedure: This compound was prepared according to the procedure used to synthesize the compound of Example 1. A mixture of 3.0 g (0.01 mole) of [α,α-bis(4-fluorophenyl)]-4-piperidinemethanol, 2.3 g (0.01 mole) of 1-chloro-3-[2-(1-methylethoxy)phenoxy]propane, 3.7 g (0.035 mole) of anhydrous sodium carbonate and 0.4 g of potassium iodide in 100 ml of 1-butanol gave 2.9 g (58%) of the title compound as a fluffy, white solid, mp 75°-79° C. (2-propyl ether). Solvent: C(CCC)O (1-butanol). As a reaction SMILES: C(O)(=O)C(O)=O.C1(C(C2C=CC=CC=2)=C2CCN(CCCOC3C=CC=CC=3)CC2)C=CC=CC=1.[F:36][C:37]1[CH:42]=[CH:41][C:40]([C:43]([C:51]2[CH:56]=[CH:55][C:54]([F:57])=[CH:53][CH:52]=2)([CH:45]2[CH2:50][CH2:49][NH:48][CH2:47][CH2:46]2)[OH:44])=[CH:39][CH:38]=1.Cl[CH2:59][CH2:60][CH2:61][O:62][C:63]1[CH:68]=[CH:67][CH:66]=[CH:65][C:64]=1[O:69][CH:70]([CH3:72])[CH3:71].C(=O)([O-])[O-].[Na+].[Na+].[I-].[K+].CC(OC(C)C)C>C(O)CCC>[F:36][C:37]1[CH:42]=[CH:41][C:40]([C:43]([C:51]2[CH:52]=[CH:53][C:54]([F:57])=[CH:55][CH:56]=2)([CH:45]2[CH2:46][CH2:47][N:48]([CH2:59][CH2:60][CH2:61][O:62][C:63]3[CH:68]=[CH:67][CH:66]=[CH:65][C:64]=3[O:69][CH:70]([CH3:71])[CH3:72])[CH2:49][CH2:50]2)[OH:44])=[CH:39][CH:38]=1 |f:0.1,4.5.6,7.8|. Yields the product FC1=CC=C(C=C1)C(O)(C1CCN(CC1)CCCOC1=C(C=CC=C1)OC(C)C)C1=CC=C(C=C1)F (α,α-Bis(4-fluorophenyl)-1-[3-[2-(1-methylethoxy)phenoxy)propyl]-4-piperidinemethanol). Starting materials: C(=O)NCC=1N=CC=2N(C3=CC=CC=C3C2C1)CC1=C(C=CC(=C1)Cl)Cl (N-formyl-[9-(2,5-dichlorobenzyl)-9H-β-carbolin-3-yl]methylamine), [OH-].[K+] (potassium hydroxide). Solvent: C(C)O.O (ethanol water). The product is ClC1=C(CN2C3=CC=CC=C3C=3C=C(N=CC23)CN)C=C(C=C1)Cl ([9-(2,5-dichlorobenzyl)-9H-β-carbolin-3-yl]methylamine). RXN SMILES: C([NH:3][CH2:4][C:5]1[N:6]=[CH:7][C:8]2[N:9]([CH2:18][C:19]3[CH:24]=[C:23]([Cl:25])[CH:22]=[CH:21][C:20]=3[Cl:26])[C:10]3[C:15]([C:16]=2[CH:17]=1)=[CH:14][CH:13]=[CH:12][CH:11]=3)=O.[OH-].[K+]>C(O)C.O>[Cl:26][C:20]1[CH:21]=[CH:22][C:23]([Cl:25])=[CH:24][C:19]=1[CH2:18][N:9]1[C:8]2[CH:7]=[N:6][C:5]([CH2:4][NH2:3])=[CH:17][C:16]=2[C:15]2[C:10]1=[CH:11][CH:12]=[CH:13][CH:14]=2 |f:1.2,3.4|. Procedure: This formamide (2.90 g, 7.5 mmol) was treated with potassium hydroxide (5.40 g, 9.4 mmol) in ethanol/water (5:1, 48 mL) at reflux for 6 hours. The resulting suspension was cooled to room temperature, concentrated, and diluted with CH2Cl2 (50 mL). The organic phase was washed with water (2×25 mL), dried (Na2SO4), filtered and concentrated to give [9-(2,5-dichlorobenzyl)-9H-β-carbolin-3-yl]methylamine as a yellow solid. The crude material was recrystallized from ethyl acetate/hexane to give 1.48 g... Reactants: CC(=O)Nc1ccc(O)cc1, O=C([O-])[O-], COS(=O)OC, [K+], [K+]. Yields the product COc1ccc(NC(C)=O)cc1. Reaction SMILES: [C:13]([CH3:14])(=[O:15])[NH:16][c:17]1[cH:18][cH:19][c:20]([OH:23])[cH:21][cH:22]1.[C:7](=[O:8])([O-:9])[O-:10].[CH3:1][O:2][S:3](=[O:4])[O:5][CH3:6].[K+:11].[K+:12]>>[O:5]([CH3:6])[c:20]1[cH:19][cH:18][c:17]([NH:16][C:13]([CH3:14])=[O:15])[cH:22][cH:21]1. The reactants are CCN, [Na+], [OH-], CCCCOP(OCCCC)OCCCC, Oc1cccc2ccccc12. The product is CCNc1cccc2ccccc12. RXN SMILES: [CH3:28][CH2:29][NH2:30].[Na+:32].[OH-:31].[P:12]([O:13][CH2:14][CH2:15][CH2:16][CH3:17])([O:18][CH2:19][CH2:20][CH2:21][CH3:22])[O:23][CH2:24][CH2:25][CH2:26][CH3:27].[c:1]1([OH:11])[cH:2][cH:3][cH:4][c:5]2[cH:6][cH:7][cH:8][cH:9][c:10]12>>[c:1]1([NH:30][CH2:29][CH3:28])[cH:2][cH:3][cH:4][c:5]2[cH:6][cH:7][cH:8][cH:9][c:10]12.